describe an organic reaction: reactants, conditions, products, and yield From a dataset of the Open Reaction Database (ORD), a public repository of structured organic reaction records. The reactants are [Br-], C1CCOC1, CC[Mg+], [Cl-], Clc1ccnc(Cl)n1, [NH4+]. Product: CCc1ccnc(Cl)n1. As a reaction SMILES: [Br-:1].[CH2:15]1[O:16][CH2:17][CH2:18][CH2:19]1.[CH2:2]([CH3:3])[Mg+:4].[Cl-:13].[Cl:5][c:6]1[n:7][cH:8][cH:9][c:10]([Cl:12])[n:11]1.[NH4+:14]>>[CH2:2]([CH3:3])[c:10]1[cH:9][cH:8][n:7][c:6]([Cl:5])[n:11]1. The reactants are C1(=CC=CC=C1)P(C1=CC=CC=C1)C1=CC=CC=C1 (triphenylphosphine), ClC1=C(OC(C(=O)OCC)C2=CC3=C(C=C2)OCO3)C(=CC(=C1)CO)Cl (ethyl 2-(2,6-dichloro-4-hydroxymethylphenoxy)-2-(3,4-methylene dioxyphenyl)acetate), C(Br)(Br)(Br)Br (carbon tetrabromide). Solvent: C(Cl)Cl (methylene chloride). Run at time 10 minute. Yields the product BrCC1=CC(=C(OC(C(=O)OCC)C2=CC3=C(C=C2)OCO3)C(=C1)Cl)Cl (ethyl 2-(4-bromomethyl-2,6-dichlorophenoxy)-2-(3,4-methylenedioxyphenyl)acetate). Reaction SMILES: [Cl:1][C:2]1[CH:23]=[C:22]([CH2:24]O)[CH:21]=[C:20]([Cl:26])[C:3]=1[O:4][CH:5]([C:11]1[CH:16]=[CH:15][C:14]2[O:17][CH2:18][O:19][C:13]=2[CH:12]=1)[C:6]([O:8][CH2:9][CH3:10])=[O:7].C1(P(C2C=CC=CC=2)C2C=CC=CC=2)C=CC=CC=1.C(Br)(Br)(Br)[Br:47]>C(Cl)Cl>[Br:47][CH2:24][C:22]1[CH:23]=[C:2]([Cl:1])[C:3]([O:4][CH:5]([C:11]2[CH:16]=[CH:15][C:14]3[O:17][CH2:18][O:19][C:13]=3[CH:12]=2)[C:6]([O:8][CH2:9][CH3:10])=[O:7])=[C:20]([Cl:26])[CH:21]=1. Procedure details: To a magnetically stirred solution of 0.206 g (0.52 mmol) of the product of step A dissolved in 2 mL methylene chloride was added 0.162 g (0.62 mmol) of triphenylphosphine followed by 0.205 g (0.62 mmol) of carbon tetrabromide at 0° C. The reaction mixture was held at 0° C. for 10 minutes, then allowed to warm to room temperature and stirred for 2.5 hours. The reaction mixture was then concentrated in vacuo and the residue was applied to a silica gel flash chromatography column and eluted with 1... Starting materials: ClC1=CC=C(C=C1)C=CC(C)=O (4-(4-chlorophenyl)-3-butene-2-one), C1(CC(CCC1)=O)=O (1,3-cyclohexanedione), C(C)(=O)[O-].[NH4+] (ammonium acetate), C(C)O (ethanol). The product is ClC=1C=C(C=CC1)C1C=C(NC=2CCCC(C12)=O)C (4-(3-Chlorophenyl)-2-methyl-4,6,7,8-tetrahydro-5(1H)-quinolone). As a reaction SMILES: [Cl:1][C:2]1[CH:7]=[CH:6][C:5](C=CC(=O)C)=[CH:4][CH:3]=1.[C:13]1(=[O:20])[CH2:18][CH2:17][CH2:16][C:15](=O)[CH2:14]1.[C:21]([O-])(=O)[CH3:22].[NH4+:25].[CH2:26](O)[CH3:27]>>[Cl:1][C:2]1[CH:7]=[C:6]([CH:26]2[C:14]3[C:13](=[O:20])[CH2:18][CH2:17][CH2:16][C:15]=3[NH:25][C:21]([CH3:22])=[CH:27]2)[CH:5]=[CH:4][CH:3]=1 |f:2.3|. Reported procedure: A mixture of 4-(4-chlorophenyl)-3-butene-2-one (5.0 g), 1,3-cyclohexanedione (3.24 g), ammonium acetate (3.20 g) and 90 mL of ethanol were heated at reflux overnight and then cooled to room temperature. The solvent was evaporated and the residue was partitioned between water and ethyl acetate. The organic layer was dried, filtered, and evaporated to obtain a yellow solid. Recrystallization from ethanol provided the title compound as a yellow solid (3.0 g); mp 201°-203° C.; NMR: 1.73 (s,3, CH3), ... The reactants are C(CC#N)#N (malononitrile), [N-](C#N)C#N.[Na+] (sodium dicyanamide), CN1C(CCC1)=O (N-methylpyrrolidone). The solvent is CC(CC)O (2-butanol). Reaction conditions: temperature 145 celsius, time 1 hour. Yields the product NC(=C(C#N)C#N)NC#N (1-amino-1-cyanamido-2,2-dicyanoethylene). The yield is 80.4%. Reaction SMILES: [C:1](#[N:5])[CH2:2][C:3]#[N:4].[N-:6]([C:9]#[N:10])[C:7]#[N:8].[Na+].CN1CCCC1=O>CC(O)CC>[NH2:8][C:7]([NH:6][C:9]#[N:10])=[C:2]([C:1]#[N:5])[C:3]#[N:4] |f:1.2|. Procedure: To a 250 ml flask is charged 6.6 gm (0.1 mole) of malononitrile, 8.9 gm (0.1 mole) of sodium dicyanamide and 40 ml of N-methylpyrrolidone. The stirred mixture is heated to 145° C. and held for one hour, then cooled to about room temperature. Then 150 ml of 2-butanol is added and the stirred mixture is cooled in an ice bath. The solids are filtered, washed with 2-butanol and dried. There is obtained 10.7 gm of 1-amino-1-cyanamido-2,2-dicyanoethylene, sodium salt, 82.5% pure, or a 57.0% yield. Reactants: N1N=CC(=C1)C=[N+](C)C (4-pyrazolylmethylenedimethylammonium), ice, P(=O)(Cl)(Cl)Cl (phosphorus oxychloride), CN(C=O)C (dimethylformamide), C1(=CC=CC=C1)NN=C(C)C=1OC(=CC1)[N+](=O)[O-] (5-nitro-2-acetylfuran-phenylhydrazone). Run in O (water). Reaction conditions: time 30 minute. The product is [N+](=O)([O-])C1=CC=C(O1)C1=NN(C=C1C=O)C1=CC=CC=C1 (3-(5-nitro-2-furyl)-1-phenylpyrazole-4-carboxaldehyde). Isolated yield 98.0%. Reaction SMILES: P(Cl)(Cl)(Cl)=O.CN(C)[CH:8]=[O:9].[C:11]1([NH:17][N:18]=[C:19]([C:21]2[O:22][C:23]([N+:26]([O-:28])=[O:27])=[CH:24][CH:25]=2)[CH3:20])[CH:16]=[CH:15][CH:14]=[CH:13][CH:12]=1.N1C=C(C=[N+](C)C)[CH:31]=N1>O>[N+:26]([C:23]1[O:22][C:21]([C:19]2[C:20]([CH:8]=[O:9])=[CH:31][N:17]([C:11]3[CH:16]=[CH:15][CH:14]=[CH:13][CH:12]=3)[N:18]=2)=[CH:25][CH:24]=1)([O-:28])=[O:27]. Reported procedure: At 10° to 20° C add 77 g of phosphorus oxychloride dropwise to 183 g of dimethylformamide. Stir for 30 minutes at room temperature and, at a temperature not exceeding 40° C, add thereto 55.7 g of 5-nitro-2-acetylfuran-phenylhydrazone. Stir under nitrogen for 1 hour at this temperature and then for 2.5 hours at 50° C. Pour the resulting solution (containing 4-pyrazolylmethylenedimethylammonium salt) onto 2.5 kg of ice and water. Heat for 2 hours at 40° C before vacuum filtering at 20° to 30° C. W... Reactants: OCCO, Cc1ccccc1, CCOC(=O)N1CCCC(=O)CC1, O, Cc1ccc(S(=O)(=O)O)cc1. Yields the product CCOC(=O)N1CCCC2(CC1)OCCO2. RXN SMILES: [CH2:14]([CH2:15][OH:16])[OH:17].[CH3:30][c:31]1[cH:32][cH:33][cH:34][cH:35][cH:36]1.[O:1]=[C:2]1[CH2:3][CH2:4][N:5]([C:9](=[O:10])[O:11][CH2:12][CH3:13])[CH2:6][CH2:7][CH2:8]1.[OH2:29].[c:18]1([CH3:19])[cH:20][cH:21][c:22]([S:23]([OH:24])(=[O:25])=[O:26])[cH:27][cH:28]1>>[O:1]1[C:2]2([CH2:3][CH2:4][N:5]([C:9](=[O:10])[O:11][CH2:12][CH3:13])[CH2:6][CH2:7][CH2:8]2)[O:16][CH2:15][CH2:14]1. The reactants are ClC1=CC(=CC=C1)C(=O)OO (m-chloroperbenzoic acid), O1C(=CC=C1)C=1OC(=C(N1)COC1=C(C=C(C=C1)COC1=NN(C=C1\C=C/S(=O)C)C1=CC=CC=C1)OC)C (2-(2-furyl)-4-({2-methoxy-4-[({4-[(Z)-2-(methylsulfinyl)ethenyl]-1-phenyl-1H-pyrazol-3-yl}oxy)methyl]phenoxy}methyl)-5-methyl-1,3-oxazole), S(=O)([O-])[O-].[Na+].[Na+] (sodium sulfite). Solvent: O1CCCC1 (tetrahydrofuran). Conditions: time 1 hour. Yields the product O1C(=CC=C1)C=1OC(=C(N1)COC1=C(C=C(C=C1)COC1=NN(C=C1\C=C/S(=O)(=O)C)C1=CC=CC=C1)OC)C (2-(2-furyl)-4-({2-methoxy-4-[({4-[(Z)-2-(methylsulfonyl)ethenyl]-1-phenyl-1H-pyrazol-3-yl}oxy)methyl]phenoxy}methyl)-5-methyl-1,3-oxazole). The yield is 72.9%. RXN SMILES: [O:1]1[CH:5]=[CH:4][CH:3]=[C:2]1[C:6]1[O:7][C:8]([CH3:39])=[C:9]([CH2:11][O:12][C:13]2[CH:18]=[CH:17][C:16]([CH2:19][O:20][C:21]3[C:25](/[CH:26]=[CH:27]\[S:28]([CH3:30])=[O:29])=[CH:24][N:23]([C:31]4[CH:36]=[CH:35][CH:34]=[CH:33][CH:32]=4)[N:22]=3)=[CH:15][C:14]=2[O:37][CH3:38])[N:10]=1.ClC1C=CC=C(C(OO)=[O:48])C=1.S([O-])([O-])=O.[Na+].[Na+]>O1CCCC1>[O:1]1[CH:5]=[CH:4][CH:3]=[C:2]1[C:6]1[O:7][C:8]([CH3:39])=[C:9]([CH2:11][O:12][C:13]2[CH:18]=[CH:17][C:16]([CH2:19][O:20][C:21]3[C:25](/[CH:26]=[CH:27]\[S:28]([CH3:30])(=[O:48])=[O:29])=[CH:24][N:23]([C:31]4[CH:32]=[CH:33][CH:34]=[CH:35][CH:36]=4)[N:22]=3)=[CH:15][C:14]=2[O:37][CH3:38])[N:10]=1 |f:2.3.4|. Procedure: To a mixture of 2-(2-furyl)-4-({2-methoxy-4-[({4-[(Z)-2-(methylsulfinyl)ethenyl]-1-phenyl-1H-pyrazol-3-yl}oxy)methyl]phenoxy}methyl)-5-methyl-1,3-oxazole (0.20 g) and tetrahydrofuran (20 mL) was added m-chloroperbenzoic acid (0.08 g) at room temperature, and the mixture was stirred at the same temperature for 1 hr. Saturated aqueous sodium sulfite solution was added to the reaction mixture, and the mixture was stirred at room temperature for 10 min, and the mixture was extracted with ethyl aceta...